Task: describe an organic reaction: reactants, conditions, products, and yield. Dataset: the Open Reaction Database (ORD), a public repository of structured organic reaction records Reactants: O(C1=CC=CC=C1)C=1C(=NC=C(C1)SC1=NC=CC=C1)NC1=NC(=NS1)C1CCNCC1 (3-Phenoxy-N-(3-(piperidin-4-yl)-1,2,4-thiadiazol-5-yl)-5-(pyridin-2-ylthio) pyridin-2-amine), TEA, C(C)(=O)OC(C)=O (acetic anhydride), C1CCOC1 (THF). Run in O (Water). Reaction conditions: time 3 hour. The product is O(C1=CC=CC=C1)C=1C(=NC=C(C1)SC1=NC=CC=C1)NC1=NC(=NS1)C1CCN(CC1)C(C)=O (1-(4-(5-(3-phenoxy-5-(pyridin-2-ylthio)pyridin-2-ylamino)-1,2,4-thiadiazol-3-yl)piperidin-1-yl)ethanone). Yield: 54.5%. As a reaction SMILES: [O:1]([C:8]1[C:9]([NH:21][C:22]2[S:26][N:25]=[C:24]([CH:27]3[CH2:32][CH2:31][NH:30][CH2:29][CH2:28]3)[N:23]=2)=[N:10][CH:11]=[C:12]([S:14][C:15]2[CH:20]=[CH:19][CH:18]=[CH:17][N:16]=2)[CH:13]=1)[C:2]1[CH:7]=[CH:6][CH:5]=[CH:4][CH:3]=1.[C:33](OC(=O)C)(=[O:35])[CH3:34].C1COCC1>O>[O:1]([C:8]1[C:9]([NH:21][C:22]2[S:26][N:25]=[C:24]([CH:27]3[CH2:32][CH2:31][N:30]([C:33](=[O:35])[CH3:34])[CH2:29][CH2:28]3)[N:23]=2)=[N:10][CH:11]=[C:12]([S:14][C:15]2[CH:20]=[CH:19][CH:18]=[CH:17][N:16]=2)[CH:13]=1)[C:2]1[CH:7]=[CH:6][CH:5]=[CH:4][CH:3]=1. Procedure: 3-Phenoxy-N-(3-(piperidin-4-yl)-1,2,4-thiadiazol-5-yl)-5-(pyridin-2-ylthio) pyridin-2-amine (0.075 g, 0.16 mmol), TEA (0.090 mL, 0.65 mmol), and acetic anhydride (0.017 g, 0.16 mmol) were added to THF and stirred for 3 hr. Water was added and extracted with CH2Cl2. The organic layer was dried, filtered, and concentrated. The residue was purified by silica gel (5% MeOH in CH2Cl2) to provide the title compound (0.044 g, 54% yield). 1H NMR (d6-DMSO) δ 12.34 (s, 1H), 8.38 (m, 2H), 7.67 (dt, 1H), 7.4... Reactants: O=C([O-])O, ClC(Cl)Cl, Cl, COc1cc2c(Nc3ccc4c(c3)NCC4)c(C#N)cnc2cc1O, [Na+], CCOC(=O)N=NC(=O)OCC, C1CCOC1, O, OCCCc1ccncc1, c1ccc(P(c2ccccc2)c2ccccc2)cc1. The product is COc1cc2c(Nc3ccc4c(c3)NCC4)c(C#N)cnc2cc1OCCCc1ccncc1. Reaction SMILES: [C:68](=[O:69])([OH:70])[O-:71].[CH:79]([Cl:80])([Cl:81])[Cl:82].[ClH:67].[NH:30]1[CH2:31][CH2:32][c:33]2[cH:34][cH:35][c:36]([NH:39][c:40]3[c:41]([C:53]#[N:54])[cH:42][n:43][c:44]4[cH:45][c:46]([OH:52])[c:47]([O:50][CH3:51])[cH:48][c:49]34)[cH:37][c:38]21.[Na+:72].[O:55]=[C:56]([O:57][CH2:58][CH3:59])[N:60]=[N:61][C:62]([O:63][CH2:64][CH3:65])=[O:66].[O:74]1[CH2:75][CH2:76][CH2:77][CH2:78]1.[OH2:73].[OH:20][CH2:21][CH2:22][CH2:23][c:24]1[cH:25][cH:26][n:27][cH:28][cH:29]1.[c:1]1([P:2]([c:3]2[cH:4][cH:5][cH:6][cH:7][cH:8]2)[c:9]2[cH:10][cH:11][cH:12][cH:13][cH:14]2)[cH:15][cH:16][cH:17][cH:18][cH:19]1>>[O:20]([CH2:21][CH2:22][CH2:23][c:24]1[cH:25][cH:26][n:27][cH:28][cH:29]1)[c:46]1[cH:45][c:44]2[n:43][cH:42][c:41]([C:53]#[N:54])[c:40]([NH:39][c:36]3[cH:35][cH:34][c:33]4[c:38]([cH:37]3)[NH:30][CH2:31][CH2:32]4)[c:49]2[cH:48][c:47]1[O:50][CH3:51]. Reactants: C(C)(C)(C)C1=CC(=C(C=C1)O)C(CCCCCCCCCCCCCC)C (4-tert-butyl-2-(1 -methylpentadecyl)phenol), O.C(C=O)(=O)O (glyoxylic acid monohydrate). Reagents/catalysts: C1(=CC=C(C=C1)S(=O)(=O)O)C (p-toluenesulfonic acid). Solvent: ClCCCl (1,2-dichloroethane). The product is C(C)(C)(C)C=1C=C(C2=C(C(C(O2)=O)O)C1)C(CCCCCCCCCCCCCC)C (5-tert-butyl-3-hydroxy-7-(1-methylpentadecyl)-3H-benzofuran-2one). Isolated yield 99.6%. Reaction SMILES: [C:1]([C:5]1[CH:10]=[CH:9][C:8]([OH:11])=[C:7]([CH:12]([CH3:27])[CH2:13][CH2:14][CH2:15][CH2:16][CH2:17][CH2:18][CH2:19][CH2:20][CH2:21][CH2:22][CH2:23][CH2:24][CH2:25][CH3:26])[CH:6]=1)([CH3:4])([CH3:3])[CH3:2].O.[C:29](O)(=[O:32])[CH:30]=[O:31]>ClCCCl.C1(C)C=CC(S(O)(=O)=O)=CC=1>[C:1]([C:5]1[CH:6]=[C:7]([CH:12]([CH3:27])[CH2:13][CH2:14][CH2:15][CH2:16][CH2:17][CH2:18][CH2:19][CH2:20][CH2:21][CH2:22][CH2:23][CH2:24][CH2:25][CH3:26])[C:8]2[O:11][C:30](=[O:31])[CH:29]([OH:32])[C:9]=2[CH:10]=1)([CH3:4])([CH3:3])[CH3:2] |f:1.2|. Procedure: 18.7 g of 4-tert-butyl-2-(1 -methylpentadecyl)phenol, 5.06 g of glyoxylic acid monohydrate and 0.05 g of p-toluenesulfonic acid are heated for 7 h under a water separator in 40 ml of 1,2-dichloroethane. The reaction solution is then cooled down, washed 3 times with 80 ml of water each time and freed of solvent in a rotary evaporator to leave 21.4 g of 5-tert-butyl-3-hydroxy-7-(1-methylpentadecyl)-3H-benzofuran-2one as a yellowish oil. This yellowish oil is introduced in 25 ml of toluene as initi... The reactants are C[Si](C)(C)[N-][Si](C)(C)C.[K+] (KHMDS), C(C)(=O)O (acetic acid), ClC=1C=CC2=C(C(=NCC(N2C)=O)C=2C(=NC(=NC2)OC)OC)C1 (7-chloro-5-(2,4-dimethoxy-5-pyrimidinyl)-1,3-dihydro-1-methyl-2H-1,4-benzodiazepin-2-one), CC(C)C1=CC(=C(C(=C1)C(C)C)S(=O)(=O)N=[N+]=[N-])C(C)C (trisyl azide). The product is N(=[N+]=[N-])C1C(N(C2=C(C(=N1)C=1C(=NC(=NC1)OC)OC)C=C(C=C2)Cl)C)=O (3-Azido-7-chloro-5-(2,4-dimethoxy-5-pyrimidinyl)-1,3-dihydro-1-methyl-2H-1,4-benzodiazepin-2-one). Yield: 94.7%. RXN SMILES: C[Si]([N-][Si](C)(C)C)(C)C.[K+].[Cl:11][C:12]1[CH:13]=[CH:14][C:15]2[N:21]([CH3:22])[C:20](=[O:23])[CH2:19][N:18]=[C:17]([C:24]3[C:25]([O:32][CH3:33])=[N:26][C:27]([O:30][CH3:31])=[N:28][CH:29]=3)[C:16]=2[CH:34]=1.CC(C1C=C(C(C)C)C(S([N:50]=[N+:51]=[N-:52])(=O)=O)=C(C(C)C)C=1)C.C(O)(=O)C>>[N:50]([CH:19]1[N:18]=[C:17]([C:24]2[C:25]([O:32][CH3:33])=[N:26][C:27]([O:30][CH3:31])=[N:28][CH:29]=2)[C:16]2[CH:34]=[C:12]([Cl:11])[CH:13]=[CH:14][C:15]=2[N:21]([CH3:22])[C:20]1=[O:23])=[N+:51]=[N-:52] |f:0.1|. Procedure details: As illustrated in the scheme above and following General Procedure 6, KHMDS (7.0 mL of 0.5 M in toluene, 3.5 mmol), 7-chloro-5-(2,4-dimethoxy-5-pyrimidinyl)-1,3-dihydro-1-methyl-2H-1,4-benzodiazepin-2-one (1.16 g, 3.35 mmol), trisyl azide (2.60 g, 8.40 mmol) and acetic acid (0.85 mL, 14.8 mmol) were combined. After workup, purification of the crude product by silica gel column chromatography (2:3 hexanes:EtOAc) provided the title compound as a pale yellow solid (1.23 g, 95%). 1H-NMR (CDCl3): δ 8... The reactants are BrC1=C(C=C2C=CNC2=C1)F (6-bromo-5-fluoro-1H-indole), C1(=CC=CC=C1)B(O)O (phenylboronic acid), C([O-])([O-])=O.[Na+].[Na+] (sodium carbonate), COCCOC (1,2-dimethoxyethane). Run at temperature 85 celsius, time 18 hour. Reagents/catalysts: C=1C=CC(=CC1)[P](C=2C=CC=CC2)(C=3C=CC=CC3)[Pd]([P](C=4C=CC=CC4)(C=5C=CC=CC5)C=6C=CC=CC6)([P](C=7C=CC=CC7)(C=8C=CC=CC8)C=9C=CC=CC9)[P](C=1C=CC=CC1)(C=1C=CC=CC1)C=1C=CC=CC1 (Pd(PPh3)4). The solvent is O (water). Yields the product FC=1C=C2C=CNC2=CC1C1=CC=CC=C1 (5-fluoro-6-phenyl-1H-indole). RXN SMILES: Br[C:2]1[CH:10]=[C:9]2[C:5]([CH:6]=[CH:7][NH:8]2)=[CH:4][C:3]=1[F:11].[C:12]1(B(O)O)[CH:17]=[CH:16][CH:15]=[CH:14][CH:13]=1.C(=O)([O-])[O-].[Na+].[Na+].COCCOC>C1C=CC([P]([Pd]([P](C2C=CC=CC=2)(C2C=CC=CC=2)C2C=CC=CC=2)([P](C2C=CC=CC=2)(C2C=CC=CC=2)C2C=CC=CC=2)[P](C2C=CC=CC=2)(C2C=CC=CC=2)C2C=CC=CC=2)(C2C=CC=CC=2)C2C=CC=CC=2)=CC=1.O>[F:11][C:3]1[CH:4]=[C:5]2[C:9](=[CH:10][C:2]=1[C:12]1[CH:17]=[CH:16][CH:15]=[CH:14][CH:13]=1)[NH:8][CH:7]=[CH:6]2 |f:2.3.4,^1:36,38,57,76|. Reported procedure: A mixture of 6-bromo-5-fluoro-1H-indole (0.214 g, 1 mmol), phenylboronic acid (0.171 g, 1.4 mmol), sodium carbonate (1.06 g, 10 mmol), Pd(PPh3)4 (0.116 g, 0.1 mmol), 1,2-dimethoxyethane (5 mL) and water (5 mL) was stirred under nitrogen at 85° C. for 18 h. The mixture was partitioned between water (20 mL) and DCM (2×30 mL) and the combined extracts were dried (Na2SO4) and evaporated in vacuo to give an oil. Chromatography (SiO2; gradient elution with 0-50% Et2O in petrol) gave 5-fluoro-6-phenyl-... The yield is 95.6%. Reactants: [Na+], CC1C(CCCc2cccs2)C(=O)N1OC1CCCCO1, C1COCCO1, [OH-]. Yields the product CC(NOC1CCCCO1)C(CCCc1cccs1)C(=O)O. Reaction SMILES: [Na+:23].[O:1]1[CH:2]([O:7][N:8]2[C:9](=[O:21])[CH:10]([CH2:13][CH2:14][CH2:15][c:16]3[s:17][cH:18][cH:19][cH:20]3)[CH:11]2[CH3:12])[CH2:3][CH2:4][CH2:5][CH2:6]1.[O:24]1[CH2:25][CH2:26][O:27][CH2:28][CH2:29]1.[OH-:22]>>[O:1]1[CH:2]([O:7][NH:8][CH:11]([CH:10]([C:9]([OH:21])=[O:22])[CH2:13][CH2:14][CH2:15][c:16]2[s:17][cH:18][cH:19][cH:20]2)[CH3:12])[CH2:3][CH2:4][CH2:5][CH2:6]1. The reactants are ClC1=C(C=CC(=C1)Cl)C1=C(C=C(C(=N1)N(C(CC)=O)CC(C)C)C#N)C1=CC=C(C=C1)Cl (N-(6-(2,4-dichlorophenyl)-5-(4-chlorophenyl)-3-cyanopyridin-2-yl)-N-isobutylpropionamide), [H-].[Na+] (NaH). As a reaction SMILES: [Cl:1][C:2]1[CH:7]=[C:6]([Cl:8])[CH:5]=[CH:4][C:3]=1[C:9]1[N:14]=[C:13]([N:15]([CH2:20][CH:21]([CH3:23])[CH3:22])[C:16](=[O:19])[CH2:17][CH3:18])[C:12]([C:24]#[N:25])=[CH:11][C:10]=1[C:26]1[CH:31]=[CH:30][C:29]([Cl:32])=[CH:28][CH:27]=1.[H-].[Na+]>>[NH2:25][C:24]1[C:12]2[C:13](=[N:14][C:9]([C:3]3[CH:4]=[CH:5][C:6]([Cl:8])=[CH:7][C:2]=3[Cl:1])=[C:10]([C:26]3[CH:31]=[CH:30][C:29]([Cl:32])=[CH:28][CH:27]=3)[CH:11]=2)[N:15]([CH2:20][CH:21]([CH3:23])[CH3:22])[C:16](=[O:19])[C:17]=1[CH3:18] |f:1.2|. Product: NC1=C(C(N(C2=NC(=C(C=C12)C1=CC=C(C=C1)Cl)C1=C(C=C(C=C1)Cl)Cl)CC(C)C)=O)C (4-amino-6-(4-chlorophenyl)-7-(2,4-dichlorophenyl)-1-isobutyl-3-methyl-1,8-naphthyridin-2(1H)-one). Procedure details: Using the general procedure of EXAMPLE 40 the product of Step A was treated with NaH to afford the title compound. HPLC/MS: 486.2(M+1), 488.2 (M+3); Rt=4.56 min.